From a dataset of the Open Reaction Database (ORD), a public repository of structured organic reaction records. describe an organic reaction: reactants, conditions, products, and yield The reactants are N1=CC(=CC=C1)CCC(C=C)O ((±)-5-(3-pyridyl)-1-penten-3-ol), ClC=1C=C(C=CC1)C1=CC=C(C=C1)OS(=O)(=O)C(F)(F)F (3'-chloro-4-trifluoromethanesulfonyloxybiphenyl), C1(=C(C=CC=C1)P(C1=C(C=CC=C1)C)C1=C(C=CC=C1)C)C (tri-o-tolylphosphine). Reagents/catalysts: C(C)(=O)[O-].[Pd+2].C(C)(=O)[O-] (palladium(II) acetate). Solvent: C(C)N(CC)CC (triethylamine). Yields the product ClC=1C=C(C=CC1)C1=CC=C(C=C1)CCC(CCC=1C=NC=CC1)=O ((±)-1-(3'-chlorobiphenyl-4-yl)-5-(3-pyridyl)-3-pentanone). The yield is 28.7%. As a reaction SMILES: [N:1]1[CH:6]=[CH:5][CH:4]=[C:3]([CH2:7][CH2:8][CH:9]([OH:12])[CH:10]=[CH2:11])[CH:2]=1.[Cl:13][C:14]1[CH:15]=[C:16]([C:20]2[CH:25]=[CH:24][C:23](OS(C(F)(F)F)(=O)=O)=[CH:22][CH:21]=2)[CH:17]=[CH:18][CH:19]=1.C1(C)C=CC=CC=1P(C1C=CC=CC=1C)C1C=CC=CC=1C>C([O-])(=O)C.[Pd+2].C([O-])(=O)C.C(N(CC)CC)C>[Cl:13][C:14]1[CH:15]=[C:16]([C:20]2[CH:21]=[CH:22][C:23]([CH2:11][CH2:10][C:9](=[O:12])[CH2:8][CH2:7][C:3]3[CH:2]=[N:1][CH:6]=[CH:5][CH:4]=3)=[CH:24][CH:25]=2)[CH:17]=[CH:18][CH:19]=1 |f:3.4.5|. Procedure: Prepared according to the method described in Example 7b) from (±)-5-(3-pyridyl)-1-penten-3-ol (Example 7a, 0.66 g), 3'-chloro-4-trifluoromethanesulfonyloxybiphenyl (1.34 g), palladium(II) acetate (0.09 g), tri-o-tolylphosphine (5 ml) and triethylamine (1 ml) at 80° C. for 5 hours. Work up and purification by column chromatography over silica eluting with dichloromethane:methanol (19:1) gave (±)-1-(3'-chlorobiphenyl-4-yl)-5-(3-pyridyl)-3-pentanone (0.4 g). The latter was immediately dissolved in... Starting materials: CCC(C(=O)[O-])C1CN=C(c2cc3cc(Oc4ccc(COCCOC)nc4)cc(OC4CCOCC4)c3[nH]2)S1, CCO, [Na+], C1CCOC1, [OH-]. Product: COCCOCc1ccc(Oc2cc(OC3CCOCC3)c3[nH]c(C4=NCC(CC(=O)O)S4)cc3c2)cn1. RXN SMILES: [CH2:1]([CH3:2])[CH:3]([C:4](=[O:5])[O-:6])[CH:7]1[CH2:8][N:9]=[C:10]([c:12]2[nH:13][c:14]3[c:15]([O:34][CH:35]4[CH2:36][CH2:37][O:38][CH2:39][CH2:40]4)[cH:16][c:17]([O:21][c:22]4[cH:23][n:24][c:25]([CH2:28][O:29][CH2:30][CH2:31][O:32][CH3:33])[cH:26][cH:27]4)[cH:18][c:19]3[cH:20]2)[S:11]1.[CH3:43][CH2:44][OH:45].[Na+:42].[O:46]1[CH2:47][CH2:48][CH2:49][CH2:50]1.[OH-:41]>>[CH2:3]([C:4](=[O:5])[OH:6])[CH:7]1[CH2:8][N:9]=[C:10]([c:12]2[nH:13][c:14]3[c:15]([O:34][CH:35]4[CH2:36][CH2:37][O:38][CH2:39][CH2:40]4)[cH:16][c:17]([O:21][c:22]4[cH:23][n:24][c:25]([CH2:28][O:29][CH2:30][CH2:31][O:32][CH3:33])[cH:26][cH:27]4)[cH:18][c:19]3[cH:20]2)[S:11]1. The reactants are O=CC1=CCCCC1, [Cl-], N#C[K], N, [NH4+], O. The product is N#CC(N)C1=CCCCC1. Reaction SMILES: [C:7]1([CH:13]=[O:14])=[CH:8][CH2:9][CH2:10][CH2:11][CH2:12]1.[Cl-:4].[K:1][C:2]#[N:3].[NH3:6].[NH4+:5].[OH2:15]>>[C:2](#[N:3])[CH:13]([NH2:5])[C:7]1=[CH:8][CH2:9][CH2:10][CH2:11][CH2:12]1. Reactants: O=C(O)CNc1nnc(-c2ccncc2Nc2ccc(I)cc2F)o1, CN(C)C=O. Yields the product NC(=O)CNc1nnc(-c2ccncc2Nc2ccc(I)cc2F)o1. Reaction SMILES: [F:1][c:2]1[c:3]([NH:9][c:10]2[cH:11][n:12][cH:13][cH:14][c:15]2-[c:16]2[n:17][n:18][c:19]([NH:21][CH2:22][C:23](=[O:24])[OH:25])[o:20]2)[cH:4][cH:5][c:6]([I:8])[cH:7]1.[O:26]=[CH:27][N:28]([CH3:29])[CH3:30]>>[F:1][c:2]1[c:3]([NH:9][c:10]2[cH:11][n:12][cH:13][cH:14][c:15]2-[c:16]2[n:17][n:18][c:19]([NH:21][CH2:22][C:23](=[O:24])[NH2:28])[o:20]2)[cH:4][cH:5][c:6]([I:8])[cH:7]1. Reactants: CN=C=S, CC#N, Cn1cnc2c1CNCC2. Product: CNC(=S)N1CCc2ncn(C)c2C1. RXN SMILES: [CH3:11][N:12]=[C:13]=[S:14].[CH3:15][C:16]#[N:17].[CH3:1][n:2]1[cH:3][n:4][c:5]2[c:6]1[CH2:7][NH:8][CH2:9][CH2:10]2>>[CH3:1][n:2]1[cH:3][n:4][c:5]2[c:6]1[CH2:7][N:8]([C:13]([NH:12][CH3:11])=[S:14])[CH2:9][CH2:10]2. The reactants are BrC1=CC=C(C=C1)C1=CN=C(N=N1)NN (6-(4-bromophenyl)-3-hydrazino-1,2,4-triazine), S1C=NC2=C1C=C(C=C2)C2(CC2)C(=O)O (1-(1,3-benzothiazol-6-yl)cyclopropanecarboxylic acid). Run in P(=O)(Cl)(Cl)Cl (phosphoryl chloride). Run at temperature 130 celsius. Product: S1C=NC2=C1C=C(C=C2)C2(CC2)C2=NN=C1N2N=C(C=N1)C1=CC=C(C=C1)Br (3-[1-(1,3-benzothiazol-6-yl)cyclopropyl]-6-(4-bromophenyl)[1,2,4]triazolo[4,3-b][1,2,4]triazine). RXN SMILES: [Br:1][C:2]1[CH:7]=[CH:6][C:5]([C:8]2[N:13]=[N:12][C:11]([NH:14][NH2:15])=[N:10][CH:9]=2)=[CH:4][CH:3]=1.[S:16]1[C:20]2[CH:21]=[C:22]([C:25]3([C:28](O)=O)[CH2:27][CH2:26]3)[CH:23]=[CH:24][C:19]=2[N:18]=[CH:17]1>P(Cl)(Cl)(Cl)=O>[S:16]1[C:20]2[CH:21]=[C:22]([C:25]3([C:28]4[N:12]5[N:13]=[C:8]([C:5]6[CH:4]=[CH:3][C:2]([Br:1])=[CH:7][CH:6]=6)[CH:9]=[N:10][C:11]5=[N:14][N:15]=4)[CH2:27][CH2:26]3)[CH:23]=[CH:24][C:19]=2[N:18]=[CH:17]1. Procedure: A mixture of 6-(4-bromophenyl)-3-hydrazino-1,2,4-triazine (20.0 mg, 0.0752 mmol) and 1-(1,3-benzothiazol-6-yl)cyclopropanecarboxylic acid (16.5 mg, 0.0752 mmol) in phosphoryl chloride (1 mL) was heated at 130° C. for 8 h. The volatiles were removed under reduced pressure. The residue was dissolved in methanol, and purified by RP-HPLC (pH=10) to give the desired product. LCMC: (M+H)+=448.9/451.0. Starting materials: IC1=CC=CC=C1 (iodobenzene), C(C)(C)(C)OC(N(C=1C=CC=2NC(NCC2N1)=O)CC1=C(C=C(C=C1)OC)OC)=O ((2,4-Dimethoxy-benzyl)-(2-oxo-1,2,3,4-tetrahydro-pyrido[3,2-d]pyrimidin-6-yl)-carbamic acid tert-butyl ester), product. Yields the product C(C)(C)(C)OC(N(C=1C=CC=2N(C(N(CC2N1)C1=CC=CC=C1)=O)C1=CC=CC=C1)CC1=C(C=C(C=C1)OC)OC)=O ((2,4-dimethoxy-benzyl)-(2-oxo-1,3-diphenyl-1,2,3,4-tetrahydro-pyrido[3,2-d]pyrimidin-6-yl)-carbamic acid tert-butyl ester), C(C)(C)(C)OC(N(C=1C=CC=2N(C(NCC2N1)=O)C1=CC=CC=C1)CC1=C(C=C(C=C1)OC)OC)=O ((2,4-dimethoxy-benzyl)-(2-oxo-1-phenyl-1,2,3,4-tetrahydro-pyrido[3,2-d]pyrimidin-6-yl)-carbamic acid tert-butyl ester). Reaction SMILES: [C:1]([O:5][C:6](=[O:30])[N:7]([CH2:19][C:20]1[CH:25]=[CH:24][C:23]([O:26][CH3:27])=[CH:22][C:21]=1[O:28][CH3:29])[C:8]1[CH:9]=[CH:10][C:11]2[NH:12][C:13](=[O:18])[NH:14][CH2:15][C:16]=2[N:17]=1)([CH3:4])([CH3:3])[CH3:2].I[C:32]1[CH:37]=[CH:36][CH:35]=[CH:34][CH:33]=1>>[C:1]([O:5][C:6](=[O:30])[N:7]([CH2:19][C:20]1[CH:25]=[CH:24][C:23]([O:26][CH3:27])=[CH:22][C:21]=1[O:28][CH3:29])[C:8]1[CH:9]=[CH:10][C:11]2[N:12]([C:20]3[CH:25]=[CH:24][CH:23]=[CH:22][CH:21]=3)[C:13](=[O:18])[N:14]([C:32]3[CH:37]=[CH:36][CH:35]=[CH:34][CH:33]=3)[CH2:15][C:16]=2[N:17]=1)([CH3:4])([CH3:3])[CH3:2].[C:1]([O:5][C:6](=[O:30])[N:7]([CH2:19][C:20]1[CH:25]=[CH:24][C:23]([O:26][CH3:27])=[CH:22][C:21]=1[O:28][CH3:29])[C:8]1[CH:9]=[CH:10][C:11]2[N:12]([C:32]3[CH:37]=[CH:36][CH:35]=[CH:34][CH:33]=3)[C:13](=[O:18])[NH:14][CH2:15][C:16]=2[N:17]=1)([CH3:4])([CH3:3])[CH3:2]. Reported procedure: (2,4-Dimethoxy-benzyl)-(2-oxo-1,2,3,4-tetrahydro-pyrido[3,2-d]pyrimidin-6-yl)-carbamic acid tert-butyl ester (Example 20, product from Step 4) (1.09 g, 2.6 mmol, 1.0 equiv) was treated by following methods similar to those described in Example 21, Step 1 except that iodobenzene was used instead of 1-chloro-4-iodo-benzene to afford 420 mg of (2,4-dimethoxy-benzyl)-(2-oxo-1,3-diphenyl-1,2,3,4-tetrahydro-pyrido[3,2-d]pyrimidin-6-yl)-carbamic acid tert-butyl ester (MS: [M+H]+=567) and 358 mg of (2,4...